Task: describe an organic reaction: reactants, conditions, products, and yield. Dataset: the Open Reaction Database (ORD), a public repository of structured organic reaction records The reactants are O (water), [N+](=O)([O-])C1=CC(=C(C=C1)N)N (4-nitro-1,2-phenylenediamine), C(=O)(OC(C)(C)C)NCC(=O)O (N-Boc-glycine), C(C)(=O)O (acetic acid). The solvent is C(C)(=O)OCC (ethyl acetate), O1CCCC1 (tetrahydrofuran), ClC(=O)OCC(C)C (isobutyl chloroformate), CN1CCOCC1 (N-methylmorpholine). Conditions: time 20 minute. The product is [N+](=O)([O-])C=1C=CC2=C(NC(=N2)CNC(OC(C)(C)C)=O)C1 (tert-butyl ((6-nitro-1H-benzo[d]imidazol-2-yl)methyl)carbamate). Yield: 82.1%. As a reaction SMILES: [C:1]([NH:8][CH2:9][C:10](O)=O)([O:3][C:4]([CH3:7])([CH3:6])[CH3:5])=[O:2].[N+:13]([C:16]1[CH:21]=[CH:20][C:19]([NH2:22])=[C:18]([NH2:23])[CH:17]=1)([O-:15])=[O:14].C(O)(=O)C.O>O1CCCC1.ClC(OCC(C)C)=O.CN1CCOCC1.C(OCC)(=O)C>[N+:13]([C:16]1[CH:21]=[CH:20][C:19]2[N:22]=[C:10]([CH2:9][NH:8][C:1](=[O:2])[O:3][C:4]([CH3:7])([CH3:6])[CH3:5])[NH:23][C:18]=2[CH:17]=1)([O-:15])=[O:14]. Reported procedure: To a solution of N-Boc-glycine (571 mg) in tetrahydrofuran (16 mL), isobutyl chloroformate (428 μL) and N-methylmorpholine (358 μL) were added under ice cooling, and the mixture was stirred at the same temperature for 20 minutes. To the reaction mixture, 4-nitro-1,2-phenylenediamine (500 mg) was added under ice cooling, and the mixture was stirred at room temperature for 3 hours and 30 minutes. To the reaction mixture, acetic acid (16 mL) was added, and the mixture was stirred at 70° C. for 3 ho... The reactants are Cl.N1=C(C=CC=C1)C=1CCNCC1 (1′,2′,3′,6′-tetrahydro-[2,4′]bipyridinyl hydrochloride), C=O (paraformaldehyde), CC=1C=C(C(=O)N)C=C(C1)C (3,5-dimethylbenzamide), C([O-])([O-])=O.[K+].[K+] (potassium carbonate). Solvent: C(C)O (ethyl alcohol). Yields the product N1=C(C=CC=C1)C=1CCN(CC1)CNC(C1=CC(=CC(=C1)C)C)=O (N-(3′,6′-dihydro-2,4′-bipyridin-1′(2′H)-ylmethyl)-3,5-dimethylbenzamide). Isolated yield 56.0%. RXN SMILES: Cl.[N:2]1[CH:7]=[CH:6][CH:5]=[CH:4][C:3]=1[C:8]1[CH2:9][CH2:10][NH:11][CH2:12][CH:13]=1.C=O.[CH3:16][C:17]1[CH:18]=[C:19]([CH:23]=[C:24]([CH3:26])[CH:25]=1)[C:20]([NH2:22])=[O:21].[C:27](=O)([O-])[O-].[K+].[K+]>C(O)C>[N:2]1[CH:7]=[CH:6][CH:5]=[CH:4][C:3]=1[C:8]1[CH2:9][CH2:10][N:11]([CH2:27][NH:22][C:20](=[O:21])[C:19]2[CH:23]=[C:24]([CH3:26])[CH:25]=[C:17]([CH3:16])[CH:18]=2)[CH2:12][CH:13]=1 |f:0.1,4.5.6|. Procedure: A mixture of 1′,2′,3′,6′-tetrahydro-[2,4′]bipyridinyl hydrochloride (20 mg, 0.10 mmol, Saari, W. S.; et al. J. Med. Chem. 1984, 27, 1182), paraformaldehyde (30 mg, 1 mmol), 3,5-dimethylbenzamide (75 mg, 0.5 mmol), and 42 mg of potassium carbonate (0.3 mmol) in 2.5 mL absolute ethyl alcohol was heated to reflux under nitrogen overnight. The mixture was cooled to room temperature, filtered, and the solvent was removed. The residue was purified by flash column chromatography on silica gel (10% meth... Starting materials: CC1(OC2=C([C@@H]3[C@H]1O3)C=C(C=C2)C#N)C ((1aR-cis)-1a,7b-dihydro-2,2-dimethyl-2H-oxireno-[c][1]benzopyran-6-carbonitrile), C(#N)C=1C=CC2=C([C@@H]([C@H](C(O2)(C)C)O)N(C2=CC=CC=C2)CC(=O)OCC)C1 ((3R-trans)-[(6-Cyano-3,4-dihydro-3-hydroxy-2,2-dimethyl-2H-1-benzopyran-4-yl)phenylamino]acetic acid, ethyl ester), dimethyl aminoacetal. Yields the product COC(CN[C@@H]1[C@H](C(OC2=C1C=C(C=C2)C#N)(C)C)O)OC ((3R-trans)-3,4-Dihydro-4-[(2,2-dimethoxyethyl)amino]-3-hydroxy-2,2-dimethyl-2H-1-benzopyran-6-carbonitrile). Isolated yield 90.0%. RXN SMILES: [CH3:1]C1(C)[C@@H]2O[C@@H]2C2C=C(C#N)C=CC=2O1.[C:16]([C:18]1[CH:19]=[CH:20][C:21]2[O:26][C:25]([CH3:28])([CH3:27])[C@H:24]([OH:29])[C@@H:23]([N:30]([CH2:37][C:38]([O:40][CH2:41]C)=[O:39])C3C=CC=CC=3)[C:22]=2[CH:43]=1)#[N:17]>>[CH3:41][O:40][CH:38]([O:39][CH3:1])[CH2:37][NH:30][C@H:23]1[C:22]2[CH:43]=[C:18]([C:16]#[N:17])[CH:19]=[CH:20][C:21]=2[O:26][C:25]([CH3:27])([CH3:28])[C@@H:24]1[OH:29]. Procedure: A mixture of (1aR-cis)-1a,7b-dihydro-2,2-dimethyl-2H-oxireno-[c][1]benzopyran-6-carbonitrile (750 mg, 3.73 mmol, the title A compound of Example 3), dimethyl aminoacetal (1.2 mL) was heated in a sealed tube at 75° C. for two days. The reaction mixture was purified by flash column chromatography (ethyl acetate and hexane, 1:1) to give a colorless oil (1.0 g, 90%). The reactants are Cl.COC(=O)C1(CCCCC1)N (methyl-1-amino-1-cyclohexane carboxylate hydrochloride), C(C)(C)N(C(C)C)CC (N,N-diisopropylethylamine), C(C#CC)OC1=CC=C(C=C1)S(=O)(=O)Cl (4-but-2-ynyloxy-benzenesulfonyl chloride). Solvent: C(Cl)Cl (methylene chloride), C(C)#N (acetonitrile). Reaction conditions: time 16 hour. Yields the product C(C#CC)OC1=CC=C(C=C1)S(=O)(=O)NC1(CCCCC1)C(=O)OC (methyl 1-({[4-(2-butynyloxy)phenyl]sulfonyl}amino)cyclohexanecarboxylate). Reaction SMILES: Cl.[CH3:2][O:3][C:4]([C:6]1([NH2:12])[CH2:11][CH2:10][CH2:9][CH2:8][CH2:7]1)=[O:5].C(N(CC)C(C)C)(C)C.[CH2:22]([O:26][C:27]1[CH:32]=[CH:31][C:30]([S:33](Cl)(=[O:35])=[O:34])=[CH:29][CH:28]=1)[C:23]#[C:24][CH3:25]>C(Cl)Cl.C(#N)C>[CH2:22]([O:26][C:27]1[CH:32]=[CH:31][C:30]([S:33]([NH:12][C:6]2([C:4]([O:3][CH3:2])=[O:5])[CH2:7][CH2:8][CH2:9][CH2:10][CH2:11]2)(=[O:35])=[O:34])=[CH:29][CH:28]=1)[C:23]#[C:24][CH3:25] |f:0.1|. Procedure: To a stirred suspension of methyl-1-amino-1-cyclohexane carboxylate hydrochloride (10 g, 51.7 mmol) and N,N-diisopropylethylamine in methylene chloride (200 mL) and acetonitrile (50 mL), 4-but-2-ynyloxy-benzenesulfonyl chloride (14.0 g, 56.8 mmol) was slowly added at room temperature. The reaction mixture was stirred for 16 hrs and evaporated to dryness. It was extracted with chloroform, washed well with water and dried over anhydrous MgSO4. The chloroform layer was filtered and concentrated. Th... Starting materials: C(C)OC(C(C)(C)OC1=CC=C(C=C1)OCCC=1N=C(OC1C)C1=CC=C(C=C1)Br)=O (2-(4-{2-[2-(4-bromophenyl)-5-methyloxazol-4-yl]ethoxy}phenoxy)-2-methyl-propionic acid ethyl ester), CC1=NOC(=C1B(O)O)C (3,5-dimethylisoxazole-4-boronic acid), C(C)O (ethanol), C(=O)([O-])[O-].[Na+].[Na+] (Na2CO3), solution. Reagents/catalysts: C=1C=CC(=CC1)[P](C=2C=CC=CC2)(C=3C=CC=CC3)[Pd]([P](C=4C=CC=CC4)(C=5C=CC=CC5)C=6C=CC=CC6)([P](C=7C=CC=CC7)(C=8C=CC=CC8)C=9C=CC=CC9)[P](C=1C=CC=CC1)(C=1C=CC=CC1)C=1C=CC=CC1 (Pd(PPh3)4). Run in C1(=CC=CC=C1)C (toluene), C(C)(=O)OCC (ethyl acetate), hexanes. Yields the product C(C)OC(C(C)(C)OC1=CC=C(C=C1)OCCC=1N=C(OC1C)C1=CC=C(C=C1)C=1C(=NOC1C)C)=O (2-[4-(2-{2-[4-(3,5-Dimethyl-isoxazol-4-yl)-phenyl]-5-methyloxazol-4-yl}-ethoxy)-phenoxy]-2-methylpropionic acid ethyl ester). Yield: 92.0%. Reaction SMILES: [CH2:1]([O:3][C:4](=[O:31])[C:5]([O:8][C:9]1[CH:14]=[CH:13][C:12]([O:15][CH2:16][CH2:17][C:18]2[N:19]=[C:20]([C:24]3[CH:29]=[CH:28][C:27](Br)=[CH:26][CH:25]=3)[O:21][C:22]=2[CH3:23])=[CH:11][CH:10]=1)([CH3:7])[CH3:6])[CH3:2].[CH3:32][C:33]1[C:37](B(O)O)=[C:36]([CH3:41])[O:35][N:34]=1.C(O)C.C([O-])([O-])=O.[Na+].[Na+]>C1(C)C=CC=CC=1.C1C=CC([P]([Pd]([P](C2C=CC=CC=2)(C2C=CC=CC=2)C2C=CC=CC=2)([P](C2C=CC=CC=2)(C2C=CC=CC=2)C2C=CC=CC=2)[P](C2C=CC=CC=2)(C2C=CC=CC=2)C2C=CC=CC=2)(C2C=CC=CC=2)C2C=CC=CC=2)=CC=1.C(OCC)(=O)C>[CH2:1]([O:3][C:4](=[O:31])[C:5]([O:8][C:9]1[CH:14]=[CH:13][C:12]([O:15][CH2:16][CH2:17][C:18]2[N:19]=[C:20]([C:24]3[CH:29]=[CH:28][C:27]([C:37]4[C:33]([CH3:32])=[N:34][O:35][C:36]=4[CH3:41])=[CH:26][CH:25]=3)[O:21][C:22]=2[CH3:23])=[CH:11][CH:10]=1)([CH3:7])[CH3:6])[CH3:2] |f:3.4.5,^1:61,63,82,101|. Reported procedure: A solution of 2-(4-{2-[2-(4-bromophenyl)-5-methyloxazol-4-yl]ethoxy}phenoxy)-2-methyl-propionic acid ethyl ester (907 mmol) (see Ex. 2, part B) and 3,5-dimethylisoxazole-4-boronic acid (0.998 mmol) in toluene:ethanol (18.2 mL of a 1:1 solution) was treated with Na2CO3 (aq) (0.906 mL of a 2M solution). A nitrogen atmosphere was applied, Pd(PPh3)4 (52.5 mg) was added, and the orange mixture was heated at reflux for 2 h. After cooling to room temperature, the mixture was partitioned between ethyl a... The reactants are CCCCCCCCCCCCCCCC(=O)N[C@@H](CO[C@H]1[C@@H]([C@H]([C@@H]([C@H](O1)CO)O)O)O)[C@@H](/C=C/CCCCCCCCCCC)O (Turbostatin 1), CCCCCCCCCCCCCCCCCC(=O)N[C@@H](CO[C@H]1[C@@H]([C@H]([C@@H]([C@H](O1)CO)O)O)O)[C@@H](/C=C/CCCCCCCCCCC)O (turbostatin 2). Yields the product CCCCCCCCCCCCCCCCCC(=O)N[C@@H](CO[C@H]1[C@@H]([C@H]([C@H]([C@H](O1)CO)O)O)O)[C@@H](/C=C/CCCCCCCCCCC)O (turbostatin 4). As a reaction SMILES: CCCCCCCCCCCCCCCC(N[C@H]([C@H](O)/C=C/CCCCCCCCCCC)CO[C@@H]1O[C@H](CO)[C@@H](O)[C@H](O)[C@H]1O)=O.[CH3:48][CH2:49][CH2:50][CH2:51][CH2:52][CH2:53][CH2:54][CH2:55][CH2:56][CH2:57][CH2:58][CH2:59][CH2:60][CH2:61][CH2:62][CH2:63][CH2:64][C:65]([NH:67][C@H:68]([C@H:82]([OH:96])/[CH:83]=[CH:84]/[CH2:85][CH2:86][CH2:87][CH2:88][CH2:89][CH2:90][CH2:91][CH2:92][CH2:93][CH2:94][CH3:95])[CH2:69][O:70][C@@H:71]1[O:76][C@H:75]([CH2:77][OH:78])[C@@H:74]([OH:79])[C@H:73]([OH:80])[C@H:72]1[OH:81])=[O:66]>>[CH3:48][CH2:49][CH2:50][CH2:51][CH2:52][CH2:53][CH2:54][CH2:55][CH2:56][CH2:57][CH2:58][CH2:59][CH2:60][CH2:61][CH2:62][CH2:63][CH2:64][C:65]([NH:67][C@H:68]([C@H:82]([OH:96])/[CH:83]=[CH:84]/[CH2:85][CH2:86][CH2:87][CH2:88][CH2:89][CH2:90][CH2:91][CH2:92][CH2:93][CH2:94][CH3:95])[CH2:69][O:70][C@@H:71]1[O:76][C@H:75]([CH2:77][OH:78])[C@H:74]([OH:79])[C@H:73]([OH:80])[C@H:72]1[OH:81])=[O:66]. Procedure details: Turbostatins 1 and 2 were obtained in the following order: Turbostatin 1 (10.1 mg) at 20.5 minutes and turbostatin 2 (11.2 mg) at 25.1 minutes. A103-mg fraction with ED50 0.56 μg/mL was separated on a semipreparative reversed-phase HPLC Zorbax SB C18 column with 85:15 CH3OH—H2O (a flow rate of 4 mL/min and the UV detector set at 208 nm). The result was that turbostatin 3 and turbostatin 4 were obtained in the following order: turbostatin 3 at 23.7 minutes and turbostatin 4 (8.3 mg) at 28.5 minut...